From a dataset of the Open Reaction Database (ORD), a public repository of structured organic reaction records. describe an organic reaction: reactants, conditions, products, and yield Starting materials: [N+](=O)([O-])C1=CC=C2C(=N1)CCO2 (5-nitro-2,3-dihydrofuro[3,2-b]pyridine). The reagents and catalysts are [C].[Pd] (palladium-carbon). Run in CO (methanol). Conditions: time 16 hour. The product is O1CCC2=NC(=CC=C21)N (2,3-dihydrofuro[3,2-b]pyridin-5-amine). Yield: 80.2%. As a reaction SMILES: [N+:1]([C:4]1[N:9]=[C:8]2[CH2:10][CH2:11][O:12][C:7]2=[CH:6][CH:5]=1)([O-])=O>CO.[C].[Pd]>[O:12]1[C:7]2[C:8](=[N:9][C:4]([NH2:1])=[CH:5][CH:6]=2)[CH2:10][CH2:11]1 |f:2.3|. Procedure: To a solution of 5-nitro-2,3-dihydrofuro[3,2-b]pyridine (7.41 g, 44.6 mmol) in methanol (100 mL) was added palladium-carbon powder (500 mg), and the mixture was stirred at room temperature for 16 hr under a hydrogen atmosphere. The catalyst was filtered through celite, and the filtrate was concentrated under reduced pressure. The residue was purified by recrystallization (ethyl acetate/hexane) to give the title compound (4.87 g, yield 80%). Reactants: [N+]=1(C(=CC=CC1)C(=O)OC(C)(C)C)[O-] (tert-butyl 2-pyridinecarboxylate N-oxide), C[Si](C)(C)C#N (trimethylsilyl cyanide), CN(C(=O)Cl)C (N,N-dimethylcarbamoyl chloride). The solvent is [N+](=O)([O-])CC (nitroethane). Run at time 3 day. Yields the product C(#N)C1=CC=CC(=N1)C(=O)OC(C)(C)C (tert-Butyl 6-cyano-2-pyridinecarboxylate). Isolated yield 86.3%. RXN SMILES: [N+:1]1([O-])[C:2]([C:7]([O:9][C:10]([CH3:13])([CH3:12])[CH3:11])=[O:8])=[CH:3][CH:4]=[CH:5][CH:6]=1.C[Si]([C:19]#[N:20])(C)C.CN(C)C(Cl)=O>[N+](CC)([O-])=O>[C:19]([C:6]1[N:1]=[C:2]([C:7]([O:9][C:10]([CH3:13])([CH3:12])[CH3:11])=[O:8])[CH:3]=[CH:4][CH:5]=1)#[N:20]. Procedure details: A mixture of tert-butyl 2-pyridinecarboxylate N-oxide (12.4 g, 63 mmol), trimethylsilyl cyanide (9.6 g, 96 mmol), N,N-dimethylcarbamoyl chloride (10.3 g, 95 mmol) and nitroethane (80 ml) was stirred at room temperature for 3 days. The reaction mixture was concentrated under reduced pressure. The residue was subjected to a silica gel column chromatography, eluted with hexane-ethyl acetate (3; 1, v/v) and recrystallized from tetrahydrofuran-hexane to give the titled compound (11.1 g, 85%).